This data is from the Open Reaction Database (ORD), a public repository of structured organic reaction records. The task is: describe an organic reaction: reactants, conditions, products, and yield Starting materials: C(CCCCCCCCC)OC1=C(C(=NC=C1)CO)C (4-decyloxy-2-hydroxymethyl-3-methylpyridine), aqueous solution, C([O-])(O)=O.[Na+] (sodium bicarbonate), S(=O)(Cl)Cl (thionyl chloride). Solvent: C(C)(=O)OCC (ethyl acetate). Yields the product C(CCCCCCCCC)OC1=C(C(=NC=C1)CCl)C (4-decyloxy-2-chloromethyl-3-methylpyridine). Yield: 91.5%. As a reaction SMILES: [CH2:1]([O:11][C:12]1[CH:17]=[CH:16][N:15]=[C:14]([CH2:18]O)[C:13]=1[CH3:20])[CH2:2][CH2:3][CH2:4][CH2:5][CH2:6][CH2:7][CH2:8][CH2:9][CH3:10].S(Cl)([Cl:23])=O.C(=O)(O)[O-].[Na+]>C(OCC)(=O)C>[CH2:1]([O:11][C:12]1[CH:17]=[CH:16][N:15]=[C:14]([CH2:18][Cl:23])[C:13]=1[CH3:20])[CH2:2][CH2:3][CH2:4][CH2:5][CH2:6][CH2:7][CH2:8][CH2:9][CH3:10] |f:2.3|. Procedure details: 19.8 g (0.058 mol, 1.0 eq.) of 4-decyloxy-2-hydroxymethyl-3-methylpyridine was dissolved in 300 mL of ethyl acetate, and 7.6 g (0.064 mol, 1.1 eq.) of thionyl chloride was added dropwise at 12 to 18° C. Subsequently, the mixture was allowed to react for 0.5 hours at room temperature, and then a 7% aqueous solution of sodium bicarbonate (220 g) was added to adjust the reaction liquid to pH 7.5. The organic layer was washed with a 5% aqueous solution of sodium bicarbonate (160 g), dried over anhyd... Reaction conditions: temperature 40 celsius, time 17 hour. Reactants: C(C)(C)(C)C=1C=CC(=C(C1)O)C (5-tert-butyl-2-methyl-phenol), S(C#N)C#N.[Na] (sodium thiocyanide), [Br-].[Na+] (sodium bromide), BrBr (bromine). Solvent: CO (MeOH), CO (MeOH). The product is C(C)(C)(C)C=1C(=CC(=C(C1)O)C)SC#N (5-tert-Butyl-2-methyl-4-thiocyanato-phenol). Reported procedure: In a 5 L flask were placed 350 g (2.13 mol) of 5-tert-butyl-2-methyl-phenol, sodium thiocyanide (555 g, 6.85 mol) and MeOH (1400 mL), and the resulting mixture cooled to 7° C. A solution of sodium bromide (214 g, 2.08 mol), bromine (126 mL, 2.38 mol), and MeOH (1800 mL) was added slowly and the temperature raised to 40° C. over a period of 30 minutes. The precipitants were filtered and the filtrate concentrated by half. Saturated sodium carbonate (3.5 L) and H2O (4.5 L) were added. The mixture w... RXN SMILES: [C:1]([C:5]1[CH:6]=[CH:7][C:8]([CH3:12])=[C:9]([OH:11])[CH:10]=1)([CH3:4])([CH3:3])[CH3:2].[S:13](C#N)[C:14]#[N:15].[Na].[Br-].[Na+].BrBr>CO>[C:1]([C:5]1[C:6]([S:13][C:14]#[N:15])=[CH:7][C:8]([CH3:12])=[C:9]([OH:11])[CH:10]=1)([CH3:4])([CH3:3])[CH3:2] |f:1.2,3.4,^1:17|. The reactants are C(CCC)[Li] (n-Butyllithium), BrC1=NC=CC=C1 (2-bromopyridine), CON(C(=O)C1=CC=C2C(=CN(C2=C1)C)C(C(=O)NS(=O)(=O)C1=CC=C(C=C1)C)C1=CC2=C(OCO2)C=C1)C (N6-methoxy-N6,1-dimethyl-3-{1-(1,3-benzodioxol-5yl)-2-[(4-methylphenyl)sulfonamido]-2-oxoethyl}-1H-6-indolecarboxamide), compound. Run in O1CCCC1 (tetrahydrofuran), O1CCCC1 (tetrahydrofuran). Run at temperature -70 celsius, time 4 hour. Product: O1COC2=C1C=CC(=C2)C(C(=O)NS(=O)(=O)C2=CC=C(C=C2)C)C2=CN(C1=CC(=CC=C21)C(=O)C2=NC=CC=C2)C (3-{1-(1,3-Benzodioxol-5-yl)-2-[(4-methylphenyl)sulfonamido]-2-oxoethyl}-1-methyl-6-(2-pyridylcarbonyl)-1H-indole). Reaction SMILES: C([Li])CCC.Br[C:7]1[CH:12]=[CH:11][CH:10]=[CH:9][N:8]=1.CON(C)[C:16]([C:18]1[CH:26]=[C:25]2[C:21]([C:22]([CH:28]([C:42]3[CH:50]=[CH:49][C:45]4[O:46][CH2:47][O:48][C:44]=4[CH:43]=3)[C:29]([NH:31][S:32]([C:35]3[CH:40]=[CH:39][C:38]([CH3:41])=[CH:37][CH:36]=3)(=[O:34])=[O:33])=[O:30])=[CH:23][N:24]2[CH3:27])=[CH:20][CH:19]=1)=[O:17]>O1CCCC1>[O:46]1[C:45]2[CH:49]=[CH:50][C:42]([CH:28]([C:22]3[C:21]4[C:25](=[CH:26][C:18]([C:16]([C:7]5[CH:12]=[CH:11][CH:10]=[CH:9][N:8]=5)=[O:17])=[CH:19][CH:20]=4)[N:24]([CH3:27])[CH:23]=3)[C:29]([NH:31][S:32]([C:35]3[CH:36]=[CH:37][C:38]([CH3:41])=[CH:39][CH:40]=3)(=[O:34])=[O:33])=[O:30])=[CH:43][C:44]=2[O:48][CH2:47]1. Reported procedure: n-Butyllithium (0.32 ml of 2.5M solution in hexane) was added to a stirred solution of 2-bromopyridine (0.08 ml, 0.8 mmol) in anhydrous tetrahydrofuran (5 ml) at -70° C. under a nitrogen atmosphere. After 30 minutes a solution of N6-methoxy-N6,1-dimethyl-3-{1-(1,3-benzodioxol-5yl)-2-[(4-methylphenyl)sulfonamido]-2-oxoethyl}-1H-6-indolecarboxamide (the compound of Example 103, 200 mg, 0.36 mmol) in anhydrous tetrahydrofuran (2 ml) was added to the mixture at -70° C. The mixture was stirred at -70... Reactants: C(C)OC(C(CC(C)(C)C1=CC=C(C=C1)OC)(C(F)(F)F)O)=O (2-hydroxy-4-(4-methoxyphenyl)-4-methyl-2-trifluoromethyl-valeric acid ethyl ester), BrN1C(CCC1=O)=O (N-bromosuccinimide). Solvent: CN(C=O)C (dimethylformamide). The product is BrC=1C=C(C=CC1OC)C(CC(C(=O)O)(C(F)(F)F)O)(C)C (4-(3-Bromo-4-methoxyphenyl)-2-hydroxy-4-methyl-2-trifluoromethyl-valeric acid). Reaction SMILES: C([O:3][C:4](=[O:23])[C:5]([OH:22])([C:18]([F:21])([F:20])[F:19])[CH2:6][C:7]([C:10]1[CH:15]=[CH:14][C:13]([O:16][CH3:17])=[CH:12][CH:11]=1)([CH3:9])[CH3:8])C.[Br:24]N1C(=O)CCC1=O>CN(C)C=O>[Br:24][C:12]1[CH:11]=[C:10]([C:7]([CH3:9])([CH3:8])[CH2:6][C:5]([OH:22])([C:18]([F:21])([F:20])[F:19])[C:4]([OH:3])=[O:23])[CH:15]=[CH:14][C:13]=1[O:16][CH3:17]. Procedure: From 2-hydroxy-4-(4-methoxyphenyl)-4-methyl-2-trifluoromethyl-valeric acid ethyl ester by bromation with N-bromosuccinimide in dimethylformamide at 0° C. and subsequent saponification. Melting point 94-96° C. The reactants are FC(S(=O)(=O)O)(F)F (trifluoromethanesulfonic acid), CC1(OC2=C(NC1=O)C=CC(=C2)[N+](=O)[O-])C (2,2-dimethyl-7-nitro-2H-1,4-benzoxazin-3(4H)-one), [B-](F)(F)(F)F.C1=CC=NC=C1.C1=CC=NC=C1.[IH2+] (bis(pyridine)-iodonium tetrafluoroborate), [B-](F)(F)(F)F.C1=CC=NC=C1.C1=CC=NC=C1.[IH2+] (bis(pyridine)iodonium tetrafluoroborate). The solvent is ClCCl (dichloromethane). Run at time 1 hour. Product: IC1=CC(=CC2=C1NC(C(O2)(C)C)=O)[N+](=O)[O-] (5-iodo-2,2-dimethyl-7-nitro-2H-1,4-benzoxazin-3(4H)-one). The yield is 57.5%. As a reaction SMILES: [CH3:1][C:2]1([CH3:16])[C:7](=[O:8])[NH:6][C:5]2[CH:9]=[CH:10][C:11]([N+:13]([O-:15])=[O:14])=[CH:12][C:4]=2[O:3]1.[B-](F)(F)(F)F.C1C=CN=CC=1.C1C=CN=CC=1.[IH2+:34].FC(F)(F)S(O)(=O)=O>ClCCl>[I:34][C:9]1[C:5]2[NH:6][C:7](=[O:8])[C:2]([CH3:16])([CH3:1])[O:3][C:4]=2[CH:12]=[C:11]([N+:13]([O-:15])=[O:14])[CH:10]=1 |f:1.2.3.4|. Reported procedure: To a suspension of 2,2-dimethyl-7-nitro-2H-1,4-benzoxazin-3(4H)-one (compound obtained in Reference Example 1(1), 1.00 g) in dichloromethane (50 mL) was added bis(pyridine)iodonium tetrafluoroborate (1.68 g), and the mixture was stirred at room temperature for 1 hour. To the reaction mixture were further added bis(pyridine)-iodonium tetrafluoroborate (0.84 g) and trifluoromethanesulfonic acid (1.2 mL), and the mixture was stirred at room temperature for 15 hours. The reaction mixture was concent... Reactants: N1CCNCCC1 (homopiperazine), ClC1=NC=CN=C1NC(C)C (2-chloro-3-(1-methylethyl)aminopyrazine). The product is CC(C)NC=1C(=NC=CN1)N1C=CN=CC=C1 (1-[3-(1-Methylethylamino)-2-pyrazinyl]-1,4-diazepine). As a reaction SMILES: [NH:1]1[CH2:7][CH2:6][CH2:5][NH:4][CH2:3][CH2:2]1.Cl[C:9]1[C:14]([NH:15][CH:16]([CH3:18])[CH3:17])=[N:13][CH:12]=[CH:11][N:10]=1>>[CH3:17][CH:16]([NH:15][C:14]1[C:9]([N:1]2[CH:7]=[CH:6][CH:5]=[N:4][CH:3]=[CH:2]2)=[N:10][CH:11]=[CH:12][N:13]=1)[CH3:18]. Procedure details: Following the general procedure of PREPARATION 24 and making non-critical variations but starting with homopiperazine (2.46 g) and 2-chloro-3-(1-methylethyl)aminopyrazine (PREPARATION 23), the title compound is obtained, NMR (300 MHz, CDCl3) 7.56, 7.34, 4.75, 4.04, 3.28-3.18, 3.00-2.94, 1.79, and 1.15δ.